This data is from the Open Reaction Database (ORD), a public repository of structured organic reaction records. The task is: describe an organic reaction: reactants, conditions, products, and yield Reactants: ClCCl, CC(O)C1C(=O)c2ccccc2OC12CCN(C(=O)OC(C)(C)C)CC2. Product: CC(=O)C1C(=O)c2ccccc2OC12CCN(C(=O)OC(C)(C)C)CC2. As a reaction SMILES: [Cl:27][CH2:28][Cl:29].[OH:1][CH:2]([CH3:3])[CH:4]1[C:5]2([O:6][c:7]3[cH:8][cH:9][cH:10][cH:11][c:12]3[C:13]1=[O:14])[CH2:15][CH2:16][N:17]([C:20](=[O:21])[O:22][C:23]([CH3:24])([CH3:25])[CH3:26])[CH2:18][CH2:19]2>>[O:1]=[C:2]([CH3:3])[CH:4]1[C:5]2([O:6][c:7]3[cH:8][cH:9][cH:10][cH:11][c:12]3[C:13]1=[O:14])[CH2:15][CH2:16][N:17]([C:20](=[O:21])[O:22][C:23]([CH3:24])([CH3:25])[CH3:26])[CH2:18][CH2:19]2. The reactants are ClC=1C2=C(N=CN1)C=CC=N2 (4-chloropyrido[3,2-d]pyrimidine), BrC=1C=C(N)C=CC1 (3-bromoaniline), Cl (HCl). The solvent is CC(C)O (propan-2-ol). Product: BrC=1C=C(C=CC1)NC=1C2=C(N=CN1)C=CC=N2 (4-(3-bromophenyl)aminopyrido[3,2-d]pyrimidine). Yield: 87.0%. Reaction SMILES: Cl[C:2]1[C:3]2[N:11]=[CH:10][CH:9]=[CH:8][C:4]=2[N:5]=[CH:6][N:7]=1.[Br:12][C:13]1[CH:14]=[C:15]([CH:17]=[CH:18][CH:19]=1)[NH2:16].Cl>CC(O)C>[Br:12][C:13]1[CH:14]=[C:15]([NH:16][C:2]2[C:3]3[N:11]=[CH:10][CH:9]=[CH:8][C:4]=3[N:5]=[CH:6][N:7]=2)[CH:17]=[CH:18][CH:19]=1. Reported procedure: Reaction of 4-chloropyrido[3,2-d]pyrimidine (prepared as described in a previous experimental) with 3-bromoaniline in propan-2-ol containing a trace of conc. HCl at 50° C. for 30 min, followed by chromatography of the product on silica gel, gives 4-(3-bromophenyl)aminopyrido[3,2-d]pyrimidine (87% yield). 1H NMR (CDCl3) δ 9.19 (1H, brs), 8.83 (1H, s), 8.80 (1H, dd, J=4.3, 1.5 Hz), 8.29 (1H, brs), 8.19 (1H, dd, J=8.5, 1.5 Hz), 7.83 (1H, m), 7.76 (1H, dd, J=8.5, 4.3 Hz), 7.29-7.27 (2H, m) The reactants are CO, O=C1CCc2cc(C#CCO)ccc21. Yields the product O=C1CCc2cc(CCCO)ccc21. RXN SMILES: [CH3:15][OH:16].[OH:1][CH2:2][C:3]#[C:4][c:5]1[cH:6][c:7]2[c:11]([cH:12][cH:13]1)[C:10](=[O:14])[CH2:9][CH2:8]2>>[OH:1][CH2:2][CH2:3][CH2:4][c:5]1[cH:6][c:7]2[c:11]([cH:12][cH:13]1)[C:10](=[O:14])[CH2:9][CH2:8]2. Reaction SMILES: C(OC([N:8]([CH2:22][C:23]1[CH:28]=[CH:27][CH:26]=[C:25]([F:29])[CH:24]=1)[CH2:9][CH2:10][O:11]S(C1C=CC(C)=CC=1)(=O)=O)=O)(C)(C)C.[O:30]1[C:34]2[CH:35]=[CH:36][S:37][C:33]=2[C:32]([C:38]2[CH:39]=[C:40](O)[CH:41]=[CH:42][CH:43]=2)=[N:31]1>>[F:29][C:25]1[CH:24]=[C:23]([CH:28]=[CH:27][CH:26]=1)[CH2:22][NH:8][CH2:9][CH2:10][O:11][C:42]1[CH:41]=[CH:40][CH:39]=[C:38]([C:32]2[C:33]3[S:37][CH:36]=[CH:35][C:34]=3[O:30][N:31]=2)[CH:43]=1. Reported procedure: The title compound is prepared from a mixture of toluene-4-sulfonic acid 2-[tert-butoxycarbonyl-(3-fluoro-benzyl)-amino]-ethyl ester and 3-thieno[2,3-d]isoxazol-3-yl-phenol essentially as described in Example 3, Scheme I, Step F. It is understood by one skilled in the art that the nitrogen may be deprotected by acid hydrolysis, to give the final, desired compound. The product is FC=1C=C(CNCCOC2=CC(=CC=C2)C2=NOC3=C2SC=C3)C=CC1 ((3-fluoro-benzyl)-[2-(3-thieno[2,3-d]isoxazol-3-yl-phenoxy)-ethyl]-amine). The reactants are C(C)(C)(C)OC(=O)N(CCOS(=O)(=O)C1=CC=C(C=C1)C)CC1=CC(=CC=C1)F (toluene-4-sulfonic acid 2-[tert-butoxycarbonyl-(3-fluoro-benzyl)-amino]-ethyl ester), O1N=C(C2=C1C=CS2)C=2C=C(C=CC2)O (3-thieno[2,3-d]isoxazol-3-yl-phenol). The reactants are FC(C(=O)O)(F)F.FC(C(=O)O)(F)F.FC(C(=O)O)(F)F.ClC=1C=NC=2NC=3C=NC=C(CCC4=C(C=CC(NC1N2)=C4)NC(CC4CCNCC4)=O)C3 (N-[6-chloro-2,4,8,18,22-pentaazatetracyclo[14.3.1.1(3,7).1(9,13)]docosa-1(20),3(22),4,6,9(21),10,12,16,18-nonaen-12-yl]-2-piperidin-4-ylacetamide tris(trifluoroacetate)), N(=C=O)C1=CC=C(C=C1)OC (1-isocyanato-4-methoxybenzene). Yields the product FC(C(=O)O)(F)F.FC(C(=O)O)(F)F.ClC=1C=NC=2NC=3C=NC=C(CCC4=C(C=CC(NC1N2)=C4)NC(CC4CCN(CC4)C(=O)NC4=CC=C(C=C4)OC)=O)C3 (4-(2-{[6-Chloro-2,4,8,18,22-pentaazatetracyclo[14.3.1.1(3,7).1(9,13)]docosa-1(20),3(22),4,6,9(21),10,12,16,18-nonaen-12-yl]amino}-2-oxoethyl)-N-(4-methoxyphenyl)piperidine-1-carboxamide bis(trifluoroacetate)). Isolated yield 26.0%. Reaction SMILES: [F:1][C:2]([F:7])([F:6])[C:3]([OH:5])=[O:4].[F:8][C:9]([F:14])([F:13])[C:10]([OH:12])=[O:11].FC(F)(F)C(O)=O.[Cl:22][C:23]1[CH:24]=[N:25][C:26]2[NH:27][C:28]3[CH:29]=[N:30][CH:31]=[C:32]([CH:54]=3)[CH2:33][CH2:34][C:35]3[CH:43]=[C:39]([NH:40][C:41]=1[N:42]=2)[CH:38]=[CH:37][C:36]=3[NH:44][C:45](=[O:53])[CH2:46][CH:47]1[CH2:52][CH2:51][NH:50][CH2:49][CH2:48]1.[N:55]([C:58]1[CH:63]=[CH:62][C:61]([O:64][CH3:65])=[CH:60][CH:59]=1)=[C:56]=[O:57]>>[F:1][C:2]([F:7])([F:6])[C:3]([OH:5])=[O:4].[F:8][C:9]([F:14])([F:13])[C:10]([OH:12])=[O:11].[Cl:22][C:23]1[CH:24]=[N:25][C:26]2[NH:27][C:28]3[CH:29]=[N:30][CH:31]=[C:32]([CH:54]=3)[CH2:33][CH2:34][C:35]3[CH:43]=[C:39]([NH:40][C:41]=1[N:42]=2)[CH:38]=[CH:37][C:36]=3[NH:44][C:45](=[O:53])[CH2:46][CH:47]1[CH2:52][CH2:51][N:50]([C:56]([NH:55][C:58]2[CH:63]=[CH:62][C:61]([O:64][CH3:65])=[CH:60][CH:59]=2)=[O:57])[CH2:49][CH2:48]1 |f:0.1.2.3,5.6.7|. Procedure: The desired compound was prepared according to the procedure of Example A9, step H using N-[6-chloro-2,4,8,18,22-pentaazatetracyclo[14.3.1.1(3,7).1(9,13)]docosa-1(20),3(22),4,6,9(21),10,12,16,18-nonaen-12-yl]-2-piperidin-4-ylacetamide tris(trifluoroacetate) and 1-isocyanato-4-methoxybenzene as starting materials in 26% yield. LCMS for C32H34ClN8O3 (M+H)+: m/z=613.2. Starting materials: OC=1C=NC=CC1 (3-hydroxypyridine), [OH-].[Na+] (sodium hydroxide), C1(=CC=C(C=C1)S(=O)(=O)Cl)C (p-toluenesulfonyl chloride). Reaction conditions: temperature 50 celsius, time 2.5 hour. Yields the product C1(=CC=C(C=C1)S(=O)(=O)OC=1C=NC=CC1)C (3-Pyridinyl p-toluenesulfonate). As a reaction SMILES: [OH:1][C:2]1[CH:3]=[N:4][CH:5]=[CH:6][CH:7]=1.[OH-].[Na+].[C:10]1([CH3:20])[CH:15]=[CH:14][C:13]([S:16](Cl)(=[O:18])=[O:17])=[CH:12][CH:11]=1>O>[C:10]1([CH3:20])[CH:15]=[CH:14][C:13]([S:16]([O:1][C:2]2[CH:3]=[N:4][CH:5]=[CH:6][CH:7]=2)(=[O:18])=[O:17])=[CH:12][CH:11]=1 |f:1.2|. Run in O (water). Procedure: Equimolar portions (0.106 moles) of 3-hydroxypyridine, sodium hydroxide and p-toluenesulfonyl chloride were combined in 100 ml of water and stirred at 50° C. for 2.5 hours. The aqueous solution was extracted with chloroform, dried over sodium sulfate and distilled to yield an oil which crystallized on standing. Recrystallization from cyclohexane yielded a white solid, mp 76°-78° C., lit. mp 79° C. Starting materials: Fc1ccc(C=CBr)cc1F, O=C([O-])[O-], CCOP(C)(=O)C(C(N)=O)c1csc2ccc(Cl)cc12, CCOC(C)=O, [Cs+], [Cs+], I[Cu]I, O. As a reaction SMILES: [Br:27][CH:28]=[CH:29][c:30]1[cH:31][c:32]([F:37])[c:33]([F:36])[cH:34][cH:35]1.[C:21](=[O:22])([O-:23])[O-:24].[CH2:1]([CH3:2])[O:3][P:4](=[O:5])([CH3:6])[CH:7]([c:8]1[c:9]2[c:10]([s:11][cH:12]1)[cH:13][cH:14][c:15]([Cl:17])[cH:16]2)[C:18]([NH2:19])=[O:20].[CH3:38][CH2:39][O:40][C:41](=[O:42])[CH3:43].[Cs+:25].[Cs+:26].[Cu:44]([I:45])[I:46].[OH2:47]>>[CH2:1]([CH3:2])[O:3][P:4](=[O:5])([CH3:6])[CH:7]([c:8]1[c:9]2[c:10]([s:11][cH:12]1)[cH:13][cH:14][c:15]([Cl:17])[cH:16]2)[C:18]([NH:19][CH:28]=[CH:29][c:30]1[cH:31][c:32]([F:37])[c:33]([F:36])[cH:34][cH:35]1)=[O:20]. Yields the product CCOP(C)(=O)C(C(=O)NC=Cc1ccc(F)c(F)c1)c1csc2ccc(Cl)cc12. Reactants: OC=1C=C(C(=CC1)C)C=O (4-hydroxy-o-tolualdehyde), OC1=CC=C(C=C1C)C=O (6-hydroxy-m-tolualdehyde). Product: OC1=C(C=CC(=C1)C=O)C (2-hydroxy-p-tolualdehyde). Reaction SMILES: [OH:1][C:2]1[CH:3]=[C:4]([CH:9]=[O:10])[C:5](C)=[CH:6][CH:7]=1.O[C:12]1C(C)=CC(C=O)=CC=1>>[OH:1][C:2]1[CH:3]=[C:4]([CH:9]=[O:10])[CH:5]=[CH:6][C:7]=1[CH3:12]. Procedure details: 4-hydroxy-o-tolualdehyde; 6-hydroxy-m-tolualdehyde; and Reactants: ammonium salt, FC(C(=O)O)=C (α-fluoroacrylic acid), CN(C=O)C (dimethylformamide), S(=O)(Cl)Cl (thionyl chloride), C(CCC)N(CCCC)CCCC (tributylamine), FC(C(C(F)(F)F)O)(F)F (hexafluoroisopropanol). Run in C=1(C(=CC=CC1)C)C (xylene). Run at temperature 80 celsius. The product is FC(C(=O)OC(C(F)(F)F)C(F)(F)F)=C (hexafluoroisopropyl α-fluoroacrylate). RXN SMILES: [F:1][C:2](=[CH2:6])[C:3]([OH:5])=[O:4].CN(C)C=O.S(Cl)(Cl)=O.C(N(CCCC)CCCC)CCC.[F:29][C:30]([F:38])([F:37])[CH:31](O)[C:32]([F:35])([F:34])[F:33]>C1(C)C(C)=CC=CC=1>[F:1][C:2](=[CH2:6])[C:3]([O:5][CH:31]([C:32]([F:35])([F:34])[F:33])[C:30]([F:38])([F:37])[F:29])=[O:4]. Procedure details: 107 g (1 mol) of the ammonium salt of α-fluoroacrylic acid are mixed with 14.5 g (0.2 mol) of dimethylformamide and 0.6 liter of xylene, and 131 g (1.1 mol) of thionyl chloride are added dropwise to the mixture in the course of one hour; the mixture is then warmed at a temperature of 80° C. for two hours. After cooling to a temperature of 0° C., a mixture of 204 g (1.1 mol) of tributylamine and 185 g (1.1 mol) of hexafluoroisopropanol is added to the reaction mixture in the course of 30 minutes....